This data is from the Open Reaction Database (ORD), a public repository of structured organic reaction records. The task is: describe an organic reaction: reactants, conditions, products, and yield The reactants are S(=S)(=O)([O-])[O-].[Na+].[Na+] (sodium thiosulfate), C(CCC)OCCOC1=CC=C(C=C1)C=1C=CC2=C(C=C(CCN2CC(C)C)C(=O)NC2=CC=C(C=C2)SCC=2OC(=NN2)C)C1 (7-[4-(2-butoxyethoxy)phenyl]-1-isobutyl-N-[4-[[(5-methyl-1,3,4-oxadiazol-2-yl)methyl]sulfanyl]phenyl]-2,3-dihydro-1-benzazepine-4-carboxamide), ClC1=CC(=CC=C1)C(=O)OO (m-chloroperbenzoic acid). Solvent: C(Cl)Cl (methylene chloride), C(Cl)Cl (methylene chloride). Conditions: time 15 minute. The product is C(CCC)OCCOC1=CC=C(C=C1)C=1C=CC2=C(C=C(CCN2CC(C)C)C(=O)NC2=CC=C(C=C2)S(=O)CC=2OC(=NN2)C)C1 (7-[4-(2-butoxyethoxy)phenyl]-1-isobutyl-N-[4-[[(5-methyl-1,3,4-oxadiazol-2-yl)methyl]sulfinyl]phenyl]-2,3-dihydro-1-benzazepine-4-carboxamide). The yield is 62.3%. Reaction SMILES: [CH2:1]([O:5][CH2:6][CH2:7][O:8][C:9]1[CH:14]=[CH:13][C:12]([C:15]2[CH:16]=[CH:17][C:18]3[N:24]([CH2:25][CH:26]([CH3:28])[CH3:27])[CH2:23][CH2:22][C:21]([C:29]([NH:31][C:32]4[CH:37]=[CH:36][C:35]([S:38][CH2:39][C:40]5[O:41][C:42]([CH3:45])=[N:43][N:44]=5)=[CH:34][CH:33]=4)=[O:30])=[CH:20][C:19]=3[CH:46]=2)=[CH:11][CH:10]=1)[CH2:2][CH2:3][CH3:4].ClC1C=CC=C(C(OO)=[O:55])C=1.S([O-])([O-])(=O)=S.[Na+].[Na+]>C(Cl)Cl>[CH2:1]([O:5][CH2:6][CH2:7][O:8][C:9]1[CH:14]=[CH:13][C:12]([C:15]2[CH:16]=[CH:17][C:18]3[N:24]([CH2:25][CH:26]([CH3:27])[CH3:28])[CH2:23][CH2:22][C:21]([C:29]([NH:31][C:32]4[CH:33]=[CH:34][C:35]([S:38]([CH2:39][C:40]5[O:41][C:42]([CH3:45])=[N:43][N:44]=5)=[O:55])=[CH:36][CH:37]=4)=[O:30])=[CH:20][C:19]=3[CH:46]=2)=[CH:11][CH:10]=1)[CH2:2][CH2:3][CH3:4] |f:2.3.4|. Procedure: To a solution of 7-[4-(2-butoxyethoxy)phenyl]-1-isobutyl-N-[4-[[(5-methyl-1,3,4-oxadiazol-2-yl)methyl]sulfanyl]phenyl]-2,3-dihydro-1-benzazepine-4-carboxamide (0.36 g) in methylene chloride (10.8 ml) was added dropwise a solution of m-chloroperbenzoic acid (0.12 g) in methylene chloride (7.2 ml) at −78° C., and the mixture was stirred for 15 minutes. To the reaction mixture was added an aqueous solution of saturated sodium thiosulfate. The mixture was extracted with ethyl acetate, and the organi... Reactants: COCCCCN1C(=NC2=C1C=CC=C2)C(=O)N([C@H]2C[C@H](CN(C2)C(=O)OC(C)(C)C)C(=O)OC)CC(C)C (1-tert-butyl 3-methyl (3R,5S)-5-[{[1-(4-methoxybutyl)-1H-benzimidazol-2-yl]carbonyl}(2-methylpropyl)amino]piperidine-1,3-dicarboxylate), [BH4-].[Na+] (Sodium borohydride), C(C)O (ethanol), [Cl-].[Ca+2].[Cl-] (calcium chloride). Run in C1CCOC1 (THF), C1CCOC1 (THF), O (water), C(C)(=O)OCC (ethyl acetate). Run at temperature 0 celsius, time 1 hour. Yields the product OC[C@H]1CN(C[C@H](C1)N(CC(C)C)C(=O)C1=NC2=C(N1CCCCOC)C=CC=C2)C(=O)OC(C)(C)C (tert-butyl (3R,5S)-3-(hydroxymethyl)-5-[{[1-(4-methoxybutyl)-1H-benzimidazol-2-yl]carbonyl}(2-methylpropyl)amino]piperidine-1-carboxylate). Yield: 47.4%. As a reaction SMILES: [BH4-].[Na+].C(O)C.[Cl-].[Ca+2].[Cl-].[CH3:9][O:10][CH2:11][CH2:12][CH2:13][CH2:14][N:15]1[C:19]2[CH:20]=[CH:21][CH:22]=[CH:23][C:18]=2[N:17]=[C:16]1[C:24]([N:26]([CH2:44][CH:45]([CH3:47])[CH3:46])[C@@H:27]1[CH2:32][N:31]([C:33]([O:35][C:36]([CH3:39])([CH3:38])[CH3:37])=[O:34])[CH2:30][C@H:29]([C:40](OC)=[O:41])[CH2:28]1)=[O:25]>C1COCC1.O.C(OCC)(=O)C>[OH:41][CH2:40][C@@H:29]1[CH2:28][C@H:27]([N:26]([C:24]([C:16]2[N:15]([CH2:14][CH2:13][CH2:12][CH2:11][O:10][CH3:9])[C:19]3[CH:20]=[CH:21][CH:22]=[CH:23][C:18]=3[N:17]=2)=[O:25])[CH2:44][CH:45]([CH3:47])[CH3:46])[CH2:32][N:31]([C:33]([O:35][C:36]([CH3:38])([CH3:37])[CH3:39])=[O:34])[CH2:30]1 |f:0.1,3.4.5|. Procedure details: Sodium borohydride (4.45 g) was suspended in THF (25 ml)-ethanol (75 ml), and calcium chloride (6.5 g) was added. After stirring at 0° C. for 1 hr, a solution of 1-tert-butyl 3-methyl (3R,5S)-5-[{[1-(4-methoxybutyl)-1H-benzimidazol-2-yl]carbonyl}(2-methylpropyl)amino]piperidine-1,3-dicarboxylate (4.0 g) in THF (50 ml) was added. After stirring at room temperature for 12 hr, ethyl acetate (150 ml) and water (50 ml) were slowly added in this order, and the mixture was filtered. The organic layer o... Reactants: C(C)(C)(C)C1=CN=C(S1)NC(C1=C(C=CC(=C1)Cl)OC)=O (N-(5-tert-butylthiazol-2-yl)-5-chloro-2-methoxybenzamide), CC1=CC=C(C=C1)S(=O)(=O)OC[C@H]1NC(OC1)=O ((S)-(2-oxo-oxazolidin-4-yl)methyl 4-methylbenzenesulfonate), C([O-])([O-])=O.[K+].[K+] (potassium carbonate). Reagents/catalysts: [I-].C(CCC)[N+](CCCC)(CCCC)CCCC (tetrabutylammonium iodide), S(=O)(=O)(O)[O-].C(CCC)[N+](CCCC)(CCCC)CCCC (tetrabutylammonium hydrogen sulfate), [I-].C(C)[N+](CC)(CC)CC (tetraethylammonium iodide). The solvent is C1(=CC=CC=C1)C (toluene). Yields the product C(C)(C)(C)C1=CN(/C(/S1)=N/C(C1=C(C=CC(=C1)Cl)OC)=O)C[C@@H]1NC(OC1)=O (N-[(2Z)-5-tert-butyl-3-{[(4S)-2-oxo-1,3-oxazolidin-4-yl]methyl}-1,3-thiazol-2(3H)-ylidene]-5-chloro-2-methoxybenzamide). The yield is 42.9%. RXN SMILES: [C:1]([C:5]1[S:9][C:8]([NH:10][C:11](=[O:21])[C:12]2[CH:17]=[C:16]([Cl:18])[CH:15]=[CH:14][C:13]=2[O:19][CH3:20])=[N:7][CH:6]=1)([CH3:4])([CH3:3])[CH3:2].CC1C=CC(S(O[CH2:33][C@@H:34]2[CH2:38][O:37][C:36](=[O:39])[NH:35]2)(=O)=O)=CC=1.C(=O)([O-])[O-].[K+].[K+]>[I-].C([N+](CCCC)(CCCC)CCCC)CCC.S([O-])(O)(=O)=O.C([N+](CCCC)(CCCC)CCCC)CCC.[I-].C([N+](CC)(CC)CC)C.C1(C)C=CC=CC=1>[C:1]([C:5]1[S:9]/[C:8](=[N:10]\[C:11](=[O:21])[C:12]2[CH:17]=[C:16]([Cl:18])[CH:15]=[CH:14][C:13]=2[O:19][CH3:20])/[N:7]([CH2:33][C@H:34]2[CH2:38][O:37][C:36](=[O:39])[NH:35]2)[CH:6]=1)([CH3:4])([CH3:2])[CH3:3] |f:2.3.4,5.6,7.8,9.10|. Procedure details: A mixture of Example 244A (180 mg, 0.55 mmol), (S)-(2-oxo-oxazolidin-4-yl)methyl 4-methylbenzenesulfonate (180 mg, 0.67 mmol), potassium carbonate (153 mg, 1.1 mmol), tetrabutylammonium iodide (10 mg, 0.03 mmol), tetrabutylammonium hydrogen sulfate (10 mg, 0.03 mmol) and tetraethylammonium iodide (10 mg, 0.04 mmol) in toluene (35 mL) was refluxed for 14 h. The mixture was washed with water, brine, dried with MgSO4, filtered, and concentrated under reduced pressure. The residue was purified by ch... Solvent: CN(C(C)=O)C (N,N-dimethylacetamide), CCOC(=O)C (EtOAc), O (H2O). RXN SMILES: [CH2:1]([O:3][C:4](=[O:23])[C:5]([C:14](=O)[CH2:15][O:16][CH2:17][CH2:18][N:19]=[N+:20]=[N-:21])=[CH:6][C:7]1[CH:12]=[CH:11][CH:10]=[CH:9][C:8]=1[Cl:13])[CH3:2].S(O)(O)(=O)=O.[CH3:29][O:30][C:31](=[NH:33])[NH2:32].C(=O)(O)[O-].[Na+]>CN(C)C(=O)C.CCOC(C)=O.O>[CH2:1]([O:3][C:4]([C:5]1[CH:6]([C:7]2[CH:12]=[CH:11][CH:10]=[CH:9][C:8]=2[Cl:13])[NH:33][C:31]([O:30][CH3:29])=[N:32][C:14]=1[CH2:15][O:16][CH2:17][CH2:18][N:19]=[N+:20]=[N-:21])=[O:23])[CH3:2] |f:1.2,3.4|. Reaction conditions: temperature 80 celsius. Yields the product C(C)OC(=O)C1=C(N=C(NC1C1=C(C=CC=C1)Cl)OC)COCCN=[N+]=[N-] (4-(2-Azido-ethoxymethyl)-6-(2-chloro-phenyl)-2-methoxy-1,6-dihydro-pyrimidine-5-carboxylic acid ethyl ester). Starting materials: C(C)OC(C(=CC1=C(C=CC=C1)Cl)C(COCCN=[N+]=[N-])=O)=O (2-[2-(2-azido-ethoxy)-acetyl]-3-(2-chloro-phenyl)-acrylic acid ethyl ester), S(=O)(=O)(O)O.COC(N)=N (O-methylisourea sulfate), C([O-])(O)=O.[Na+] (sodium bicarbonate). Procedure: A mixture of 2-[2-(2-azido-ethoxy)-acetyl]-3-(2-chloro-phenyl)-acrylic acid ethyl ester (1.50 g, 4.44 mmol), O-methylisourea sulfate (0.82 g, 6.66 mmol) and sodium bicarbonate (1.5 g, 17.86 mmol) in N,N-dimethylacetamide (25 mL) was heated to 80° C. and maintained at this temperature overnight (ca. 15 h). The mixture was cooled to RT and then taken up in EtOAc (100 mL) and H2O (50 mL). The EtOAc extract was washed with brine (50 mL), dried (Na2SO4), filtered, concentrated and dried in vacuo. The... Reaction conditions: time 5 minute. Reactants: C[Si](C)(C)C#N (trimethylsilylcyanide), C(C1=C[N+](=CC=C1)[O-])(=O)O (nicotinic acid N-oxide), CN(C(=O)Cl)C (dimethylcarbamoyl chloride). The solvent is ClCCl (dichloromethane). Reaction SMILES: [C:1]([OH:10])(=[O:9])[C:2]1[CH:7]=[CH:6][CH:5]=[N+:4]([O-])[CH:3]=1.C[Si]([C:15]#[N:16])(C)C.CN(C)C(Cl)=O>ClCCl>[C:1]([C:2]1[CH:7]=[CH:6][C:5]([C:15]#[N:16])=[N:4][CH:3]=1)([OH:10])=[O:9]. Procedure details: To a suspension of nicotinic acid N-oxide (0.7 g, 5 mmol) in 10 ml of dichloromethane is added trimethylsilylcyanide (0.55 g, 5,5 mmol), and the solution is stirred for 5 min. Then dimethylcarbamoyl chloride (0.54 g, 5 mmol) is added, and stirring is continued for 5 days under reflux. After cooling, the solution is evaporated to dryness under reduced pressure, and the residue is dissolved in 50 ml of hot water. After standing overnight, the white precipitate is filtered off and is purified by co... Yields the product C(=O)(O)C=1C=CC(=NC1)C#N (5-carboxy-2-cyano-pyridine). The reactants are ClC1=NC(=NC(=C1)C)N (4-Chloro-6-methyl-pyrimidin-2-ylamine), [O-]S(=O)(=S)[O-].[Na+].[Na+] (Na2S2O3), C(=O)(O)[O-].[Na+] (NaHCO3), C1CC(=O)N(C1=O)I (NIS). Solvent: C(C)(=O)O (acetic acid). Product: ClC1=NC(=NC(=C1I)C)N (4-Chloro-5-iodo-6-methyl-pyrimidin-2-ylamine). Reaction SMILES: [Cl:1][C:2]1[CH:7]=[C:6]([CH3:8])[N:5]=[C:4]([NH2:9])[N:3]=1.C1C(=O)N([I:17])C(=O)C1.[O-]S([O-])(=S)=O.[Na+].[Na+].C([O-])(O)=O.[Na+]>C(O)(=O)C>[Cl:1][C:2]1[C:7]([I:17])=[C:6]([CH3:8])[N:5]=[C:4]([NH2:9])[N:3]=1 |f:2.3.4,5.6|. Reported procedure: 10.0 g (70 mmol) 4-Chloro-6-methyl-pyrimidin-2-ylamine in 200 mL acetic acid is cooled to 0° C., 15.7 g (70 mmol) NIS is added and the reaction mixture is stirred at RT until conversion of the starting material is completed (18 h). An aqueous solution of 5% Na2S2O3 and 10% NaHCO3 is added until the mixture decolorizes. The formed precipitate is filtered off, taken up with water and the resulting suspension is stirred at RT for 1 h. The product is filtered off and dried in vacuo at 40° C. Yield: ...